Dataset: the Open Reaction Database (ORD), a public repository of structured organic reaction records. Task: describe an organic reaction: reactants, conditions, products, and yield The reactants are COC=1C=C2C(=NC=NC2=CC1OC)OC1=CC=C(N)C=C1 (4-[(6,7-Dimethoxy-4-quinazolinyl)oxy]aniline), S(=O)(Cl)Cl (thionyl chloride), C1(=CC=CC=C1)CCCC(=O)O (4-phenylbutanoic acid), C1(=CC=CC=C1)CCCC(=O)N=C=S (4-phenylbutanoyl isothiocyanate), C1(=CC=CC=C1)CCCC(=O)Cl (4-phenylbutanoyl chloride). The solvent is C1(=CC=CC=C1)C (toluene), C(C)O (ethanol), C1(=CC=CC=C1)C (Toluene), C(C)O (ethanol). Run at temperature 100 celsius, time 2 hour. Product: COC=1C=C2C(=NC=NC2=CC1OC)OC1=CC=C(C=C1)NC(=S)NC(CCCC1=CC=CC=C1)=O (N-{4-[(6,7-Dimethoxy-4-quinazolinyl)oxy]phenyl}-N′-(4-phenylbutanoyl)thiourea). The yield is 45.0%. As a reaction SMILES: S(Cl)(Cl)=O.C1(CCCC(O)=O)C=CC=CC=1.C1(CCCC(Cl)=O)C=CC=CC=1.[CH3:29][O:30][C:31]1[CH:32]=[C:33]2[C:38](=[CH:39][C:40]=1[O:41][CH3:42])[N:37]=[CH:36][N:35]=[C:34]2[O:43][C:44]1[CH:50]=[CH:49][C:47]([NH2:48])=[CH:46][CH:45]=1.[C:51]1([CH2:57][CH2:58][CH2:59][C:60]([N:62]=[C:63]=[S:64])=[O:61])[CH:56]=[CH:55][CH:54]=[CH:53][CH:52]=1>C1(C)C=CC=CC=1.C(O)C>[CH3:29][O:30][C:31]1[CH:32]=[C:33]2[C:38](=[CH:39][C:40]=1[O:41][CH3:42])[N:37]=[CH:36][N:35]=[C:34]2[O:43][C:44]1[CH:50]=[CH:49][C:47]([NH:48][C:63]([NH:62][C:60](=[O:61])[CH2:59][CH2:58][CH2:57][C:51]2[CH:52]=[CH:53][CH:54]=[CH:55][CH:56]=2)=[S:64])=[CH:46][CH:45]=1. Procedure details: Toluene (20 ml) and thionyl chloride (1 ml) were added to commercially available 4-phenylbutanoic acid (80 mg), and the mixture was heated at 100° C. for one hr. The solvent was removed by distillation, and 4-phenylbutanoyl isothiocyanate was prepared using the resultant 4-phenylbutanoyl chloride as a starting compound according to the description of the literature. 4-[(6,7-Dimethoxy-4-quinazolinyl)oxy]aniline (50 mg) was dissolved in toluene (5 ml) and ethanol (1 ml) to prepare a solution. A so...